Dataset: the Open Reaction Database (ORD), a public repository of structured organic reaction records. Task: describe an organic reaction: reactants, conditions, products, and yield Product: O=C(CN1CCCCC1)Nc1cc(Cl)nc(-c2ccccc2)n1. Reaction SMILES: [Br:1][CH2:2][C:3](=[O:4])[NH:5][c:6]1[n:7][c:8](-[c:13]2[cH:14][cH:15][cH:16][cH:17][cH:18]2)[n:9][c:10]([Cl:12])[cH:11]1.[CH2:19]1[CH2:20][CH2:21][NH:22][CH2:23][CH2:24]1.[CH3:25][C:26]#[N:27]>>[CH2:2]([C:3](=[O:4])[NH:5][c:6]1[n:7][c:8](-[c:13]2[cH:14][cH:15][cH:16][cH:17][cH:18]2)[n:9][c:10]([Cl:12])[cH:11]1)[N:22]1[CH2:21][CH2:20][CH2:19][CH2:24][CH2:23]1. Starting materials: O=C(CBr)Nc1cc(Cl)nc(-c2ccccc2)n1, C1CCNCC1, CC#N.